The task is: describe an organic reaction: reactants, conditions, products, and yield. This data is from the Open Reaction Database (ORD), a public repository of structured organic reaction records. Starting materials: CN(CCCNC)C (N,N,N'-trimethyl-1,3-propylenediamine), C(C)(C)N(C(C)C)CC (N,N-diisopropylethylamine), C([O-])(O)=O.[Na+] (sodium bicarbonate), C(CCCCCCCCCCC)(=O)Cl (lauroyl chloride). Run in C(Cl)(Cl)Cl (chloroform). Yields the product CN(CCCN(C)C(CCCCCCCCCCC)=O)C (N,N-Dimethyl-N'-dodecanoyl-N'-methyl-1,3-propylenediamine). As a reaction SMILES: [CH3:1][N:2]([CH3:8])[CH2:3][CH2:4][CH2:5][NH:6][CH3:7].C(N(CC)C(C)C)(C)C.[C:18](Cl)(=[O:30])[CH2:19][CH2:20][CH2:21][CH2:22][CH2:23][CH2:24][CH2:25][CH2:26][CH2:27][CH2:28][CH3:29].C(=O)(O)[O-].[Na+]>C(Cl)(Cl)Cl>[CH3:1][N:2]([CH3:8])[CH2:3][CH2:4][CH2:5][N:6]([C:18](=[O:30])[CH2:19][CH2:20][CH2:21][CH2:22][CH2:23][CH2:24][CH2:25][CH2:26][CH2:27][CH2:28][CH3:29])[CH3:7] |f:3.4|. Procedure: A mixture of 3.89 g. (0.0335 mol) of N,N,N'-trimethyl-1,3-propylenediamine and 4.33 g. (0.0335 mol) of N,N-diisopropylethylamine in 50 mL chloroform was added to 7.33 g. (0.0335 mol) of lauroyl chloride dropwise, on an icebath, and was then reacted for another two hours at room temperature. 75 mL of aqueous sodium bicarbonate was then added to this reaction mixture, and the chloroform layer was separated and washed with 125 mL aqueous sodium bicarbonate followed by 100 mL water. The chloroform l... Reactants: C(C1=CC=CC=C1)OC(=O)N[C@H]1[C@H](CNCC1)C(=O)OC (methyl (3S,4R)-4-{[(benzyloxy)carbonyl]amino}piperidine-3-carboxylate), C(C)(C)N(C(C)C)CC (N,N-diisopropylethylamine), BrCCO (2-bromoethanol). Solvent: C(C)#N (acetonitrile). Conditions: temperature 70 celsius. The product is C(C1=CC=CC=C1)OC(=O)N[C@H]1[C@H](CN(CC1)CCO)C(=O)OC (Methyl (3S,4R)-4-{[(benzyloxy)carbonyl]amino}-1-(2-hydroxyethyl)piperidine-3-carboxylate). As a reaction SMILES: [CH2:1]([O:8][C:9]([NH:11][C@@H:12]1[CH2:17][CH2:16][NH:15][CH2:14][C@@H:13]1[C:18]([O:20][CH3:21])=[O:19])=[O:10])[C:2]1[CH:7]=[CH:6][CH:5]=[CH:4][CH:3]=1.C(N(CC)C(C)C)(C)C.Br[CH2:32][CH2:33][OH:34]>C(#N)C>[CH2:1]([O:8][C:9]([NH:11][C@@H:12]1[CH2:17][CH2:16][N:15]([CH2:32][CH2:33][OH:34])[CH2:14][C@@H:13]1[C:18]([O:20][CH3:21])=[O:19])=[O:10])[C:2]1[CH:3]=[CH:4][CH:5]=[CH:6][CH:7]=1. Reported procedure: A mixture of methyl (3S,4R)-4-{[(benzyloxy)carbonyl]amino}piperidine-3-carboxylate (WO 2005/066176) (2.29 g, 7.83 mmol), N,N-diisopropylethylamine (2.05 mL, 11.75 mmol and 2-bromoethanol (0.722 mL, 10.18 mmol) in dry acetonitrile (17 mL) was heated in the microwave at 70° C. for 4.5 hours. The solvent was removed under reduced pressure and the residue taken up in ethyl acetate (200 mL) and washed with saturated aqueous sodium hydrogencarbonate solution (100 mL). The aqueous phase was back extrac... Starting materials: ClC=1C=C(C(=NC1)NC(C(F)(F)F)=O)[N+](=O)[O-] (5-Chloro-3-nitro-2-(trifluoroacetamido)pyridine), [H][H] (hydrogen). The reagents and catalysts are [Pd] (palladium on carbon). Solvent: C(C)O (ethanol). Product: ClC=1C=C2C(=NC1)N=C(N2O)C(F)(F)F (6-CHLORO-1-HYDROXY-2-(TRIFLUOROMETHYL)-1H-IMIDAZO(4,5-b)PYRIDINE). As a reaction SMILES: [Cl:1][C:2]1[CH:3]=[C:4]([N+:15]([O-:17])=O)[C:5]([NH:8][C:9](=O)[C:10]([F:13])([F:12])[F:11])=[N:6][CH:7]=1.[H][H]>C(O)C.[Pd]>[Cl:1][C:2]1[CH:3]=[C:4]2[N:15]([OH:17])[C:9]([C:10]([F:13])([F:12])[F:11])=[N:8][C:5]2=[N:6][CH:7]=1. Procedure: 5-Chloro-3-nitro-2-(trifluoroacetamido)pyridine (2.0 grams) was hydrogenated with two moles of hydrogen in ethanol containing 0.5 gram of 5 percent palladium on carbon. The resulting reaction mixture was filtered and evaporated to separate the desired 6-chloro-1-hydroxy-2-(trifluoromethyl)-1H-imidazo(4,5-b)pyridine compound which, after recrystallization from benzene melted at 268°-70° C. Reactants: FC(OC=1C=C2CCC(C2=CC1)=O)(F)F (5-(trifluoromethoxy)-2,3-dihydro-1H-inden-1-one), [N-]=[N+]=[N-].[Na+] (sodium azide). Solvent: ClCCl (dichloromethane), CS(=O)(=O)O (methanesulfonic acid). Run at temperature 20 celsius, time 16 hour. Product: FC(OC=1C=C2CCNC(C2=CC1)=O)(F)F (6-(trifluoromethoxy)-3,4-dihydroisoquinolin-1(2H)-one). Yield: 49.0%. As a reaction SMILES: [F:1][C:2]([F:15])([F:14])[O:3][C:4]1[CH:5]=[C:6]2[C:10](=[CH:11][CH:12]=1)[C:9](=[O:13])[CH2:8][CH2:7]2.[N-:16]=[N+]=[N-].[Na+]>ClCCl.CS(O)(=O)=O>[F:1][C:2]([F:15])([F:14])[O:3][C:4]1[CH:5]=[C:6]2[C:10](=[CH:11][CH:12]=1)[C:9](=[O:13])[NH:16][CH2:8][CH2:7]2 |f:1.2|. Procedure: To a solution of 158f (650 mg, 3 mmol) in dichloromethane (6 mL) and methanesulfonic acid (3 mL) was added sodium azide (0.293 mg, 4.5 mmol). See FIG. 4. The reaction mixture was stirred at 20° C. for 16 h. The reaction mixture was partitioned between DCM (50 mL) and aqueous sodium hydroxide solution (50 mL, 1.0 M). The aqueous layer was extracted with DCM (20 mL×3). The combined organic layers were washed sequentially with water and brine, dried over anhydrous sodium sulfate, and concentrated u... Reactants: calomel, CCCCCC (hexane), calomel, ( 2a ), solution, NC1=CC=CC=C1 (aniline), C(C)#N (acetonitrile), solution, NC1=CC=CC=C1 (aniline), 3b, 4b, ( 2b ). Reagents/catalysts: F[B-](F)(F)F.C(CC)[N+](CCC)(CCC)CCC (tetra-n-propylammonium tetra-fluoroborate). Conditions: time 1.11 hour. Yields the product C1=CC=C(C=C1)NC2=CC=C(C=C2)N (4-Aminodiphenylamine). As a reaction SMILES: [NH2:1][C:2]1[CH:7]=[CH:6][CH:5]=[CH:4][CH:3]=1.[CH3:8][CH2:9][CH2:10][CH2:11][CH2:12][CH3:13].C(#[N:16])C>F[B-](F)(F)F.C([N+](CCC)(CCC)CCC)CC>[CH:5]1[CH:6]=[CH:7][C:2]([NH:1][C:10]2[CH:9]=[CH:8][C:13]([NH2:16])=[CH:12][CH:11]=2)=[CH:3][CH:4]=1 |f:3.4|. Procedure: The apparatus described in EXAMPLE 1 above was employed. Two liters of solution containing 20.0 grams (0.215 mole) of aniline, 54.4 grams (0.2 mole) of tetra-n-propylammonium tetra-fluoroborate in acetonitrile was charged to the reservoir. A similar solution (50 milliliters) but without the aniline was charged to each of first and second secondary electrode compartments (3b and 4b). The flow rate of the solution from the reservoir, as determined by the flow meter, was 30 milliliters per minute; ... The reactants are BrC=1C(=C(C2=CC=CC=C2C1OC)OC)/C=C(/C(=O)O)\CCC ((E)-3-(3-bromo-1,4-dimethoxynaphthalen-2-yl)-2-propylpropenoic acid), product, Et2O hexanes, BrC1=C(C(C2=CC=CC=C2C1=O)=O)/C=C(/C(=O)O)\C ((E)-3-(3-bromo-1,4-naphthoquinon-2-yl)-2-methylpropenoic acid). The solvent is hexanes, CC(=O)C (acetone). The product is BrC1=C(C(C2=CC=CC=C2C1=O)=O)/C=C(/C(=O)O)\CCC ((E)-3-(3-bromo-1,4-naphthoquinon-2-yl)-2-propylpropenoic acid). RXN SMILES: [Br:1][C:2]1[C:3](/[CH:16]=[C:17](\[CH2:21][CH2:22][CH3:23])/[C:18]([OH:20])=[O:19])=[C:4]([O:14]C)[C:5]2[C:10]([C:11]=1[O:12]C)=[CH:9][CH:8]=[CH:7][CH:6]=2.BrC1C(=O)C2C(=CC=CC=2)C(=O)C=1/C=C(\C)/C(O)=O>CC(C)=O>[Br:1][C:2]1[C:11](=[O:12])[C:10]2[C:5](=[CH:6][CH:7]=[CH:8][CH:9]=2)[C:4](=[O:14])[C:3]=1/[CH:16]=[C:17](\[CH2:21][CH2:22][CH3:23])/[C:18]([OH:20])=[O:19]. Procedure details: Compound 39b was prepared from 99f (0.078 g, 0.21 mmol) as described above for 39a to give 0.033 g (0.10 mmol, 46%) of the product as a yellow solid following flash chromatography (3:7 acetone:hexanes 0.5% AcOH) and recrystallization from Et2O/hexanes. Reactants: C(C)(C)(C)C=1C=C(C=C(C1)C(C)(C)C)C1=CC=C(C=C1)/C=C/CO ((E)-3-(3′,5′-di-tert-butyl-biphenyl-4-yl)-prop-2-en-1-ol), C(C)O[C@H](C(=O)OCC)CC1=CC=C(C=C1)O ((S)-ethyl 2-ethoxy-3-(4-hydroxyphenyl)-propionate). Yields the product C(C)(C)(C)C=1C=C(C=C(C1)C(C)(C)C)C1=CC=C(C=C1)/C=C/COC1=CC=C(C=C1)C[C@@H](C(=O)OCC)OCC ((E)-(S)-Ethyl 3-{4-[3-(3′,5′-di-tert-butyl-biphenyl-4-yl)-allyloxy]-phenyl}-2-ethoxy-propionate). Yield: 52.0%. Reaction SMILES: [C:1]([C:5]1[CH:6]=[C:7]([C:15]2[CH:20]=[CH:19][C:18](/[CH:21]=[CH:22]/[CH2:23][OH:24])=[CH:17][CH:16]=2)[CH:8]=[C:9]([C:11]([CH3:14])([CH3:13])[CH3:12])[CH:10]=1)([CH3:4])([CH3:3])[CH3:2].[CH2:25]([O:27][C@@H:28]([CH2:34][C:35]1[CH:40]=[CH:39][C:38](O)=[CH:37][CH:36]=1)[C:29]([O:31][CH2:32][CH3:33])=[O:30])[CH3:26]>>[C:11]([C:9]1[CH:8]=[C:7]([C:15]2[CH:16]=[CH:17][C:18](/[CH:21]=[CH:22]/[CH2:23][O:24][C:38]3[CH:37]=[CH:36][C:35]([CH2:34][C@H:28]([O:27][CH2:25][CH3:26])[C:29]([O:31][CH2:32][CH3:33])=[O:30])=[CH:40][CH:39]=3)=[CH:19][CH:20]=2)[CH:6]=[C:5]([C:1]([CH3:2])([CH3:3])[CH3:4])[CH:10]=1)([CH3:14])([CH3:13])[CH3:12]. Reported procedure: The title compound (110 mg, 51%) was prepared as a colourless gum from (E)-3-(3′,5′-di-tert-butyl-biphenyl-4-yl)-prop-2-en-1-ol (127 mg, 0.39 mmol) and (S)-ethyl 2-ethoxy-3-(4-hydroxyphenyl)-propionate (99 mg, 0.41 mmol) by a procedure analogous to that described in example 52c. Starting materials: Cc1nc(C#Cc2ccc(Cl)nc2)cs1, [H-], [Na+], CN(C)C=O, c1cnc2[nH]ccc2c1. The product is Cc1nc(C#Cc2ccc(-n3ccc4cccnc43)nc2)cs1. Reaction SMILES: [Cl:12][c:13]1[n:14][cH:15][c:16]([C:19]#[C:20][c:21]2[n:22][c:23]([CH3:26])[s:24][cH:25]2)[cH:17][cH:18]1.[H-:10].[Na+:11].[O:27]=[CH:28][N:29]([CH3:30])[CH3:31].[nH:1]1[cH:2][cH:3][c:4]2[c:5]1[n:6][cH:7][cH:8][cH:9]2>>[n:1]1(-[c:13]2[n:14][cH:15][c:16]([C:19]#[C:20][c:21]3[n:22][c:23]([CH3:26])[s:24][cH:25]3)[cH:17][cH:18]2)[cH:2][cH:3][c:4]2[c:5]1[n:6][cH:7][cH:8][cH:9]2. Reactants: S1C(=NC2=C1C=CC=C2)NC(=O)C=2C=CC=C1CCN(CC21)C(N)=S (N-(benzo[d]thiazol-2-yl)-2-carbamothioyl-1,2,3,4-tetrahydroisoquinoline-8-carboxamide), [Si](C)(C)(C(C)(C)C)OCCC=O (3-(tert-butyldimethylsilyloxy)propanal), ClC(C(=O)OCC)Cl (ethyl 2,2-dichloroacetate), C(C)[O-].[Na+] (sodium ethanolate). The solvent is CN(C)C=O (DMF), CCOCC (Et2O), CCOCC (Et2O), CCO (EtOH). Conditions: temperature 0 celsius, time 1.5 hour. The product is S1C(=NC2=C1C=CC=C2)NC(=O)C=2C=CC=C1CCN(CC21)C=2SC(=C(N2)C(=O)OCC)CCO[Si](C)(C)C(C)(C)C (ethyl 2-(8-(benzo[d]thiazol-2-ylcarbamoyl)-3,4-dihydroisoquinolin-2(1H)-yl)-5-(2-(tert-butyldimethylsilyloxy)ethyl)thiazole-4-carboxylate). Reaction SMILES: [Si:1]([O:8][CH2:9][CH2:10][CH:11]=O)([C:4]([CH3:7])([CH3:6])[CH3:5])([CH3:3])[CH3:2].Cl[CH:14](Cl)[C:15]([O:17][CH2:18][CH3:19])=[O:16].C([O-])C.[Na+].[S:25]1[C:29]2[CH:30]=[CH:31][CH:32]=[CH:33][C:28]=2[N:27]=[C:26]1[NH:34][C:35]([C:37]1[CH:38]=[CH:39][CH:40]=[C:41]2[C:46]=1[CH2:45][N:44]([C:47](=[S:49])[NH2:48])[CH2:43][CH2:42]2)=[O:36]>CCOCC.CCO.CN(C=O)C>[S:25]1[C:29]2[CH:30]=[CH:31][CH:32]=[CH:33][C:28]=2[N:27]=[C:26]1[NH:34][C:35]([C:37]1[CH:38]=[CH:39][CH:40]=[C:41]2[C:46]=1[CH2:45][N:44]([C:47]1[S:49][C:11]([CH2:10][CH2:9][O:8][Si:1]([C:4]([CH3:5])([CH3:6])[CH3:7])([CH3:2])[CH3:3])=[C:14]([C:15]([O:17][CH2:18][CH3:19])=[O:16])[N:48]=1)[CH2:43][CH2:42]2)=[O:36] |f:2.3|. Procedure details: To a solution of 3-(tert-butyldimethylsilyloxy)propanal (1 g, 5.31 mmol) and ethyl 2,2-dichloroacetate (0.651 mL, 5.31 mmol) in Et2O (4 mL) at 0° was dropwise added sodium ethanolate (0.397 g, 5.84 mmol) in EtOH (4 mL). The reaction mixture was stirred at 0° C. for 1.5 h and diluted with Et2O. The resulting mixture was washed with brine and the organic layer was dried over Na2SO4 and concentrated under reduced pressure. The residue was dried in vacuo and dissolved in EtOH (8 mL). To the resultin...